Dataset: the Open Reaction Database (ORD), a public repository of structured organic reaction records. Task: describe an organic reaction: reactants, conditions, products, and yield Reactants: COCCCCCCCCCCCC(=O)N (12-Methoxydodecanamide), C1(=CC=C(C=C1)S(=O)(=O)Cl)C (p-toluenesulfonyl chloride). Run in N1=CC=CC=C1 (pyridine). Run at time 3 day. Yields the product crude product, COCCCCCCCCCCCC#N (12-Methoxydodecanenitrile). Yield: 73.1%. As a reaction SMILES: [CH3:1][O:2][CH2:3][CH2:4][CH2:5][CH2:6][CH2:7][CH2:8][CH2:9][CH2:10][CH2:11][CH2:12][CH2:13][C:14]([NH2:16])=O.C1(C)C=CC(S(Cl)(=O)=O)=CC=1>N1C=CC=CC=1>[CH3:1][O:2][CH2:3][CH2:4][CH2:5][CH2:6][CH2:7][CH2:8][CH2:9][CH2:10][CH2:11][CH2:12][CH2:13][C:14]#[N:16]. Procedure details: To the title compound of Example 12 (5.0 g, 22 mmol) in 30 mL pyridine at 0° C. was added in portions p-toluenesulfonyl chloride (5.1 g, 27 mmol). After stirring at room temperature for 3 days, the reaction mixturewas filtered, the cake washed with methylene chloride and the filtrate concentrated. The resulting residue was dissolved in methylene chloride, washed successively with 1N HCl, water, saturated NaHCO3, water and brine, dried with magnesium sulfate, filtered and concentrated. Chromatogr... Reactants: NCCc1ccccc1, CC(C)O, O=[N+]([O-])c1ccc(Cl)c(S(=O)(=O)CCO)c1. The product is O=[N+]([O-])c1ccc(NCCc2ccccc2)c(S(=O)(=O)CCO)c1. Reaction SMILES: [CH2:17]([CH2:18][c:19]1[cH:20][cH:21][cH:22][cH:23][cH:24]1)[NH2:25].[CH:26]([OH:27])([CH3:28])[CH3:29].[OH:1][CH2:2][CH2:3][S:4](=[O:5])(=[O:6])[c:7]1[c:8]([Cl:16])[cH:9][cH:10][c:11]([N+:13](=[O:14])[O-:15])[cH:12]1>>[OH:1][CH2:2][CH2:3][S:4](=[O:5])(=[O:6])[c:7]1[c:8]([NH:25][CH2:17][CH2:18][c:19]2[cH:20][cH:21][cH:22][cH:23][cH:24]2)[cH:9][cH:10][c:11]([N+:13](=[O:14])[O-:15])[cH:12]1. Starting materials: CS(=O)(=O)Cl, CO, CCOC(C)=O, CCCCCC, ClCCCl, N, Nc1ccccc1-c1ccncc1. Product: CS(=O)(=O)Nc1ccccc1-c1ccncc1. Reaction SMILES: [CH3:14][S:15]([Cl:16])(=[O:17])=[O:18].[CH3:20][OH:21].[CH3:22][CH2:23][O:24][C:25]([CH3:26])=[O:27].[CH3:32][CH2:33][CH2:34][CH2:35][CH2:36][CH3:37].[Cl:28][CH2:29][CH2:30][Cl:31].[NH3:19].[n:1]1[cH:2][cH:3][c:4](-[c:7]2[c:8]([NH2:13])[cH:9][cH:10][cH:11][cH:12]2)[cH:5][cH:6]1>>[n:1]1[cH:2][cH:3][c:4](-[c:7]2[c:8]([NH:13][S:15]([CH3:14])(=[O:17])=[O:18])[cH:9][cH:10][cH:11][cH:12]2)[cH:5][cH:6]1.